Dataset: the Open Reaction Database (ORD), a public repository of structured organic reaction records. Task: describe an organic reaction: reactants, conditions, products, and yield The reactants are CC(=O)OC1CCC2(C)C(=CCC3C2CCC2(C)C(OC(C)=O)CCC32)C1, CC(C)(C)OO. Product: CC(=O)OC1CCC2(C)C(=CC(=O)C3C2CCC2(C)C(OC(C)=O)CCC32)C1. RXN SMILES: [C:1]([CH3:2])(=[O:3])[O:4][CH:5]1[CH2:6][C:7]2=[CH:8][CH2:9][CH:10]3[CH:11]4[CH2:12][CH2:13][CH:14]([O:24][C:25]([CH3:26])=[O:27])[C:15]4([CH3:16])[CH2:17][CH2:18][CH:19]3[C:20]2([CH3:23])[CH2:21][CH2:22]1.[C:28]([CH3:30])([CH3:31])([O:32][OH:29])[CH3:33]>>[C:1]([CH3:2])(=[O:3])[O:4][CH:5]1[CH2:6][C:7]2=[CH:8][C:9](=[O:32])[CH:10]3[CH:11]4[CH2:12][CH2:13][CH:14]([O:24][C:25]([CH3:26])=[O:27])[C:15]4([CH3:16])[CH2:17][CH2:18][CH:19]3[C:20]2([CH3:23])[CH2:21][CH2:22]1. The reactants are NCCCN1CCC(c2cccc(NC(=O)OCc3ccccc3)c2)CC1, O=C(Cl)C(c1ccccc1)c1ccccc1. Product: O=C(Nc1cccc(C2CCN(CCCNC(=O)C(c3ccccc3)c3ccccc3)CC2)c1)OCc1ccccc1. As a reaction SMILES: [NH2:17][CH2:18][CH2:19][CH2:20][N:21]1[CH2:22][CH2:23][CH:24]([c:27]2[cH:28][c:29]([NH:33][C:34]([O:35][CH2:36][c:37]3[cH:38][cH:39][cH:40][cH:41][cH:42]3)=[O:43])[cH:30][cH:31][cH:32]2)[CH2:25][CH2:26]1.[c:1]1([CH:7]([C:8](=[O:9])[Cl:10])[c:11]2[cH:12][cH:13][cH:14][cH:15][cH:16]2)[cH:2][cH:3][cH:4][cH:5][cH:6]1>>[c:1]1([CH:7]([C:8](=[O:9])[NH:17][CH2:18][CH2:19][CH2:20][N:21]2[CH2:22][CH2:23][CH:24]([c:27]3[cH:28][c:29]([NH:33][C:34]([O:35][CH2:36][c:37]4[cH:38][cH:39][cH:40][cH:41][cH:42]4)=[O:43])[cH:30][cH:31][cH:32]3)[CH2:25][CH2:26]2)[c:11]2[cH:12][cH:13][cH:14][cH:15][cH:16]2)[cH:2][cH:3][cH:4][cH:5][cH:6]1. Starting materials: Brc1cnc2nsnc2c1, O=C([O-])[O-], C1COCCO1, [K+], [K+], O, OB(O)C=Cc1ccccc1. The product is C(=Cc1cnc2nsnc2c1)c1ccccc1. RXN SMILES: [Br:1][c:2]1[cH:3][c:4]2[c:5]([n:6][cH:7]1)[n:8][s:9][n:10]2.[C:28](=[O:29])([O-:30])[O-:31].[CH2:22]1[O:23][CH2:24][CH2:25][O:26][CH2:27]1.[K+:32].[K+:33].[OH2:34].[c:11]1([CH:17]=[CH:18][B:19]([OH:20])[OH:21])[cH:12][cH:13][cH:14][cH:15][cH:16]1>>[c:2]1([CH:18]=[CH:17][c:11]2[cH:12][cH:13][cH:14][cH:15][cH:16]2)[cH:3][c:4]2[c:5]([n:6][cH:7]1)[n:8][s:9][n:10]2.